Dataset: the Open Reaction Database (ORD), a public repository of structured organic reaction records. Task: describe an organic reaction: reactants, conditions, products, and yield Reactants: COC(=O)CC1(C)CC(c2cccc(Cl)c2)C(c2ccc(Cl)cc2)N(C(CO[Si](c2ccccc2)(c2ccccc2)C(C)(C)C)C2CC2)C1=O, C=O, C1CCOC1, CC(C)[N-]C(C)C, [Li]CCCC, CC(C)NC(C)C, [Li+], N#N. The product is COC(=O)C(CO)C1(C)CC(c2cccc(Cl)c2)C(c2ccc(Cl)cc2)N(C(CO[Si](c2ccccc2)(c2ccccc2)C(C)(C)C)C2CC2)C1=O. As a reaction SMILES: [C:13]([CH3:14])([CH3:15])([CH3:16])[Si:17]([O:18][CH2:19][CH:20]([CH:21]1[CH2:22][CH2:23]1)[N:24]1[C:25](=[O:50])[C:26]([CH3:44])([CH2:45][C:46](=[O:47])[O:48][CH3:49])[CH2:27][CH:28]([c:37]2[cH:38][c:39]([Cl:43])[cH:40][cH:41][cH:42]2)[CH:29]1[c:30]1[cH:31][cH:32][c:33]([Cl:36])[cH:34][cH:35]1)([c:51]1[cH:52][cH:53][cH:54][cH:55][cH:56]1)[c:57]1[cH:58][cH:59][cH:60][cH:61][cH:62]1.[CH2:71]=[O:72].[CH2:73]1[O:74][CH2:75][CH2:76][CH2:77]1.[CH3:64][CH:65]([N-:66][CH:67]([CH3:68])[CH3:69])[CH3:70].[CH3:8][CH2:9][CH2:10][CH2:11][Li:12].[CH:1]([NH:2][CH:3]([CH3:4])[CH3:5])([CH3:6])[CH3:7].[Li+:63].[N:78]#[N:79]>>[C:13]([CH3:14])([CH3:15])([CH3:16])[Si:17]([O:18][CH2:19][CH:20]([CH:21]1[CH2:22][CH2:23]1)[N:24]1[C:25](=[O:50])[C:26]([CH3:44])([CH:45]([C:46](=[O:47])[O:48][CH3:49])[CH2:71][OH:72])[CH2:27][CH:28]([c:37]2[cH:38][c:39]([Cl:43])[cH:40][cH:41][cH:42]2)[CH:29]1[c:30]1[cH:31][cH:32][c:33]([Cl:36])[cH:34][cH:35]1)([c:51]1[cH:52][cH:53][cH:54][cH:55][cH:56]1)[c:57]1[cH:58][cH:59][cH:60][cH:61][cH:62]1. The reactants are [OH-].[Na+] (sodium hydroxide), C(#N)[BH3-].[Na+] (Sodium cyanoborohydride), C=O (paraformaldehyde), BrC=1C=C2C(C=C(OC2=CC1)C1=CC=C(C=C1)N)=O (6-bromo-4′-aminoflavone). The solvent is C(C)(=O)O (acetic acid). Product: BrC=1C=C2C(C=C(OC2=CC1)C1=CC=C(C=C1)N(C)C)=O (6-bromo-4′-dimethylaminoflavone). Reaction SMILES: [C:1]([BH3-])#[N:2].[Na+].[Br:5][C:6]1[CH:7]=[C:8]2[C:13](=[CH:14][CH:15]=1)[O:12][C:11]([C:16]1[CH:21]=[CH:20][C:19](N)=[CH:18][CH:17]=1)=[CH:10][C:9]2=[O:23].[CH2:24]=O.[OH-].[Na+]>C(O)(=O)C>[Br:5][C:6]1[CH:7]=[C:8]2[C:13](=[CH:14][CH:15]=1)[O:12][C:11]([C:16]1[CH:21]=[CH:20][C:19]([N:2]([CH3:1])[CH3:24])=[CH:18][CH:17]=1)=[CH:10][C:9]2=[O:23] |f:0.1,4.5|. Reported procedure: Sodium cyanoborohydride (74.5 mg, 1.19 mmol) was slowly added dropwise to an acetic acid solution (10 ml) that contained compound 5 (75 mg, 0.237 mmol) and paraformaldehyde (71.1 mg, 2.37 mmol), while stirring. The obtained mixture was stirred at room temperature for 3 hours. After completion of the reaction, 50 ml of a 1 N sodium hydroxide aqueous solution was added to the reaction solution, and the obtained mixture was then extracted with 50 ml (25 ml×2) of chloroform. The extract was dried ov... Reactants: BrCC(=O)OC(C)(C)C (tert-butyl bromoacetate), sodium hexamethyldisilylamide, C(C1=CC=CC=C1)[C@@H]1N(C(OC1)=O)C(CCC1=CC=C(C=C1)C1=CC=CC=C1)=O ((S)-4-benzyl-3-(3-(biphenyl-4-yl)propanoyl)oxazolidin-2-one), C(C1=CC=CC=C1)[C@@H]1N(C(OC1)=O)C(CCC1=CC=C(C=C1)C1=CC=CC=C1)=O ((S)-4-benzyl-3-(3-(biphenyl-4-yl)propanoyl)oxazolidin-2-one). Run in C1CCOC1 (THF), C1CCOC1 (THF), C1CCOC1 (THF). Conditions: temperature -74 celsius, time 30 minute. Yields the product C(C1=CC=CC=C1)[C@@H]1N(C(OC1)=O)C([C@@H](CC(=O)OC(C)(C)C)CC1=CC=C(C=C1)C1=CC=CC=C1)=O ((R)-tert-butyl 4-((S)-4-benzyl-2-oxooxazolidin-3-yl)-3-(biphenyl-4-ylmethyl)-4-oxobutanoate). The yield is 37.0%. Reaction SMILES: [CH2:1]([C@H:8]1[CH2:12][O:11][C:10](=[O:13])[N:9]1[C:14](=[O:29])[CH2:15][CH2:16][C:17]1[CH:22]=[CH:21][C:20]([C:23]2[CH:28]=[CH:27][CH:26]=[CH:25][CH:24]=2)=[CH:19][CH:18]=1)[C:2]1[CH:7]=[CH:6][CH:5]=[CH:4][CH:3]=1.Br[CH2:31][C:32]([O:34][C:35]([CH3:38])([CH3:37])[CH3:36])=[O:33]>C1COCC1>[CH2:1]([C@H:8]1[CH2:12][O:11][C:10](=[O:13])[N:9]1[C:14](=[O:29])[C@H:15]([CH2:16][C:17]1[CH:18]=[CH:19][C:20]([C:23]2[CH:28]=[CH:27][CH:26]=[CH:25][CH:24]=2)=[CH:21][CH:22]=1)[CH2:31][C:32]([O:34][C:35]([CH3:38])([CH3:37])[CH3:36])=[O:33])[C:2]1[CH:3]=[CH:4][CH:5]=[CH:6][CH:7]=1. Procedure: A stirred solution of (S)-4-benzyl-3-(3-(biphenyl-4-yl)propanoyl)oxazolidin-2-one (intermediate 12: 5.01 g, 13.00 mmol) in THF (180 mL) is cooled to −73.8° C., and 1M THF solution of sodium hexamethyldisilylamide (14.30 mL, 14.30 mmol) is added during 5 minutes. After 30 minutes, a solution of tert-butyl bromoacetate (2.495 mL, 16.90 mmol) in THF (20 mL) is added dropwise during 5 minutes. The solution is stirred at −74° C. for 1 hour, and the reaction is quenched with saturated aqueous NH4Cl (1... Run at time 15.5 hour. The reactants are BrC1=CC(=C(C#N)C(=C1)F)F (4-bromo-2,6-difluorobenzonitrile), C(CCO)O (propane-1,3-diol), O (water), O (water), C1(=CC=CC=C1)C (toluene). The reagents and catalysts are O.C1(=CC=C(C=C1)S(=O)(=O)O)C (p-toluenesufonic acid monohydrate). RXN SMILES: [Br:1]C1C=C(F)C(C#N)=C(F)C=1.[CH2:12]([OH:16])[CH2:13][CH2:14][OH:15].O.[C:18]1([CH3:24])[CH:23]=[CH:22][CH:21]=[CH:20][CH:19]=1>O.C1(C)C=CC(S(O)(=O)=O)=CC=1>[Br:1][C:20]1[CH:19]=[C:18]([CH:24]2[O:16][CH2:12][CH2:13][CH2:14][O:15]2)[CH:23]=[CH:22][CH:21]=1 |f:4.5|. The yield is 100.0%. Yields the product BrC=1C=C(C=CC1)C1OCCCO1 (2-(3-Bromophenyl)-1,3-dioxane). Procedure: A solution of 3-bromobenzaldehyde (1, 18.5 g, 100 mmol), propane-1,3-diol (9.1 g, 120 mmol) and p-toluenesufonic acid monohydrate (0.1 g, 0.5 mmol) in toluene (200 mL) was refluxed with azeotropical removal of water using a Dean-Stark water separator for 15.5 h. The reaction mixture was cooled to room temperature, washed with 5% potassium carbonate solution (100 mL) and water (2×100 mL), dried over sodium sulfate and filtered. The filtrate was concentrated to afford the title compound (24.8 g, 1... Starting materials: CC(C=C)(COCC1=CC(=C(C=C1)F)OC1=CC=CC=C1)C (3,3-dimethyl-4-(4-fluoro-3-phenoxybenzyloxy)but-1-ene), IC1=CC=C(C=C1)OC (p-iodoanisole), C1(=C(C=CC=C1)P(C1=C(C=CC=C1)C)C1=C(C=CC=C1)C)C (tri-o-toluylphosphine), CN(CCN(C)C)C (tetramethylethylenediamine), Cl (hydrochloric acid). Reagents/catalysts: C(C)(=O)[O-].C(C)(=O)[O-].[Pd+2] (palladium (II) diacetate). Conditions: temperature 160 celsius. Yields the product CC(C=CC1=CC=C(C=C1)OC)(COCC1=CC(=C(C=C1)F)OC1=CC=CC=C1)C (3,3-dimethyl-1-(4-methoxyphenyl)-4-(4-fluoro-3-phenoxybenzyloxy)but-1-ene). Yield: 9.0%. RXN SMILES: [CH3:1][C:2]([CH3:22])([CH2:5][O:6][CH2:7][C:8]1[CH:13]=[CH:12][C:11]([F:14])=[C:10]([O:15][C:16]2[CH:21]=[CH:20][CH:19]=[CH:18][CH:17]=2)[CH:9]=1)[CH:3]=[CH2:4].I[C:24]1[CH:29]=[CH:28][C:27]([O:30][CH3:31])=[CH:26][CH:25]=1.C1(C)C=CC=CC=1P(C1C=CC=CC=1C)C1C=CC=CC=1C.CN(C)CCN(C)C.Cl>C([O-])(=O)C.C([O-])(=O)C.[Pd+2]>[CH3:1][C:2]([CH3:22])([CH2:5][O:6][CH2:7][C:8]1[CH:13]=[CH:12][C:11]([F:14])=[C:10]([O:15][C:16]2[CH:17]=[CH:18][CH:19]=[CH:20][CH:21]=2)[CH:9]=1)[CH:3]=[CH:4][C:24]1[CH:29]=[CH:28][C:27]([O:30][CH3:31])=[CH:26][CH:25]=1 |f:5.6.7|. Procedure details: A stirred mixture of 3,3-dimethyl-4-(4-fluoro-3-phenoxybenzyloxy)but-1-ene (0.27 g), p-iodoanisole (0.21 g), palladium (II) diacetate (0.02 g), tri-o-toluylphosphine (0.054 g) and tetramethylethylenediamine (0.1 g) was heated at 160° C. for 24 hours. After cooling, the mixture was poured into dilute aqueous hydrochloric acid, and extracted into ethyl acetate, the extracts combined, washed with water, dried over anhydrous magnesium sulphate, and concentrated by evaporation of the solvent to yield...